Dataset: the Open Reaction Database (ORD), a public repository of structured organic reaction records. Task: describe an organic reaction: reactants, conditions, products, and yield Reactants: O=C([O-])[O-], CN(C)C=O, O=C(c1c[nH]c2cc(C(F)(F)F)ccc12)C(F)(F)F, CC(C)I, [K+], [K+]. Product: CC(C)n1cc(C(=O)C(F)(F)F)c2ccc(C(F)(F)F)cc21. Reaction SMILES: [C:20](=[O:21])([O-:22])[O-:23].[CH3:30][N:31]([CH3:32])[CH:33]=[O:34].[F:1][C:2]([C:3](=[O:4])[c:5]1[cH:6][nH:7][c:8]2[cH:9][c:10]([C:14]([F:15])([F:16])[F:17])[cH:11][cH:12][c:13]12)([F:18])[F:19].[I:26][CH:27]([CH3:28])[CH3:29].[K+:24].[K+:25]>>[F:1][C:2]([C:3](=[O:4])[c:5]1[cH:6][n:7]([CH:27]([CH3:28])[CH3:29])[c:8]2[cH:9][c:10]([C:14]([F:15])([F:16])[F:17])[cH:11][cH:12][c:13]12)([F:18])[F:19].